From a dataset of the Open Reaction Database (ORD), a public repository of structured organic reaction records. describe an organic reaction: reactants, conditions, products, and yield The reactants are BrCC(=O)C1=CC(=CC=C1)OCC (2-bromo-3′-ethoxyacetophenone), C1(=CC=CC=C1)O (phenol), C([O-])([O-])=O.[K+].[K+] (potassium carbonate). The solvent is CC(=O)C (acetone). Product: C(C)OC=1C=C(C=CC1)C(COC1=CC=CC=C1)=O (3′-ethoxy-2-phenoxyacetophenone). Isolated yield 76.7%. As a reaction SMILES: Br[CH2:2][C:3]([C:5]1[CH:10]=[CH:9][CH:8]=[C:7]([O:11][CH2:12][CH3:13])[CH:6]=1)=[O:4].[C:14]1([OH:20])[CH:19]=[CH:18][CH:17]=[CH:16][CH:15]=1.C(=O)([O-])[O-].[K+].[K+]>CC(C)=O>[CH2:12]([O:11][C:7]1[CH:6]=[C:5]([C:3](=[O:4])[CH2:2][O:20][C:14]2[CH:19]=[CH:18][CH:17]=[CH:16][CH:15]=2)[CH:10]=[CH:9][CH:8]=1)[CH3:13] |f:2.3.4|. Reported procedure: A mixture of 2-bromo-3′-ethoxyacetophenone (2.4 g, 10 m mol), phenol (1.0 g, 10.6 m mol), potassium carbonate (2.0 g, 14.5 m mol) and acetone (30 ml) was heated under reflux for 6 hours. After insoluble matter was filtered off, the solvent was distilled off under reduced pressure. The residue was dissolved in chloroform (40 ml), washed with water (2×20 ml), and dried. Thereafter, the solvent was distilled off under reduced pressure. The resulting residue was subjected to chromatography on silica...